From a dataset of the Open Reaction Database (ORD), a public repository of structured organic reaction records. describe an organic reaction: reactants, conditions, products, and yield RXN SMILES: C(OC([NH:11][C@H:12]1[CH2:17][CH2:16][N:15]([C:18]([O:20][C:21]([CH3:24])([CH3:23])[CH3:22])=[O:19])[CH2:14][C@H:13]1[N:25]([CH3:27])[CH3:26])=O)C1C=CC=CC=1.[H][H]>CO.[OH-].[Pd+2].[OH-]>[NH2:11][C@H:12]1[CH2:17][CH2:16][N:15]([C:18]([O:20][C:21]([CH3:22])([CH3:23])[CH3:24])=[O:19])[CH2:14][C@H:13]1[N:25]([CH3:27])[CH3:26] |f:3.4.5|. Starting materials: C(C1=CC=CC=C1)OC(=O)N[C@@H]1[C@@H](CN(CC1)C(=O)OC(C)(C)C)N(C)C (tert-butyl cis(±)-4-{[(benzyloxy)carbonyl]amino}-3-(dimethylamino)piperidine-1-carboxylate), [H][H] (hydrogen). Run in CO (methanol). Reported procedure: 20% Palladium hydroxide (15 mg) was added to a solution of tert-butyl cis(±)-4-{[(benzyloxy)carbonyl]amino}-3-(dimethylamino)piperidine-1-carboxylate obtained in Example (200b) (144 mg, 0.381 mmol) in methanol (4 mL) at room temperature, and the mixture was stirred in a hydrogen atmosphere at 50° C. for six hours. The insoluble matter was separated by filtration, and the filtrate was concentrated under reduced pressure to obtain 93 mg of the title compound (100%) as a colorless oily substance. Product: N[C@@H]1[C@@H](CN(CC1)C(=O)OC(C)(C)C)N(C)C (tert-Butyl cis(±)-4-amino-3-(dimethylamino)piperidine-1-carboxylate). The yield is 100.3%. Reagents/catalysts: [OH-].[Pd+2].[OH-] (Palladium hydroxide).